This data is from the Open Reaction Database (ORD), a public repository of structured organic reaction records. The task is: describe an organic reaction: reactants, conditions, products, and yield Reactants: O=C1CCc2cc(Br)ccc21, NOCc1ccccc1, CCCCCC, CCO, Cl, c1ccncc1. Product: Brc1ccc2c(c1)CCC2=NOCc1ccccc1. As a reaction SMILES: [Br:1][c:2]1[cH:3][c:4]2[c:8]([cH:9][cH:10]1)[C:7](=[O:11])[CH2:6][CH2:5]2.[CH2:13]([c:14]1[cH:15][cH:16][cH:17][cH:18][cH:19]1)[O:20][NH2:21].[CH3:28][CH2:29][CH2:30][CH2:31][CH2:32][CH3:33].[CH3:34][CH2:35][OH:36].[ClH:12].[cH:22]1[cH:23][cH:24][n:25][cH:26][cH:27]1>>[Br:1][c:2]1[cH:3][c:4]2[c:8]([cH:9][cH:10]1)[C:7](=[N:21][O:20][CH2:13][c:14]1[cH:15][cH:16][cH:17][cH:18][cH:19]1)[CH2:6][CH2:5]2. Reactants: O=C1CCC(=O)N1Br, O=C(OOC(=O)c1ccccc1)c1ccccc1, COC(=O)c1cc(C)ccc1NC(=O)c1ccc(Cl)cc1, CCOC(C)=O, c1ccccc1. Product: COC(=O)c1cc(CBr)ccc1NC(=O)c1ccc(Cl)cc1. RXN SMILES: [Br:22][N:23]1[C:24](=[O:25])[CH2:26][CH2:27][C:28]1=[O:29].[C:30]([O:31][O:32][C:33](=[O:34])[c:35]1[cH:36][cH:37][cH:38][cH:39][cH:40]1)(=[O:41])[c:42]1[cH:43][cH:44][cH:45][cH:46][cH:47]1.[CH3:1][O:2][C:3]([c:4]1[c:5]([NH:11][C:12]([c:13]2[cH:14][cH:15][c:16]([Cl:19])[cH:17][cH:18]2)=[O:20])[cH:6][cH:7][c:8]([CH3:10])[cH:9]1)=[O:21].[CH3:54][CH2:55][O:56][C:57]([CH3:58])=[O:59].[cH:48]1[cH:49][cH:50][cH:51][cH:52][cH:53]1>>[CH3:1][O:2][C:3]([c:4]1[c:5]([NH:11][C:12]([c:13]2[cH:14][cH:15][c:16]([Cl:19])[cH:17][cH:18]2)=[O:20])[cH:6][cH:7][c:8]([CH2:10][Br:22])[cH:9]1)=[O:21]. The reactants are C(C1=CC=CC=C1)S (benzyl mercaptan), ice water, CC(C)([O-])C.[K+] (potassium-t-butoxide), BrC1=NC(=CC=C1C(=O)OC)C(F)(F)F (methyl 2-bromo-6-(trifluoromethyl)-3-pyridinecarboxylate), 2b. Run in CN(C=O)C (dimethylformamide), CN(C=O)C (dimethylformamide), CN(C=O)C (dimethylformamide). Run at temperature 0 celsius, time 30 minute. Product: C1(=CC=CC=C1)CSC1=NC(=CC=C1C(=O)OC)C(F)(F)F (methyl 2-[(phenylmethyl)thio]-6-(trifluoromethyl)-3-pyridinecarboxylate). As a reaction SMILES: CC(C)([O-])C.[K+].[CH2:7]([SH:14])[C:8]1[CH:13]=[CH:12][CH:11]=[CH:10][CH:9]=1.Br[C:16]1[C:21]([C:22]([O:24][CH3:25])=[O:23])=[CH:20][CH:19]=[C:18]([C:26]([F:29])([F:28])[F:27])[N:17]=1>CN(C)C=O>[C:8]1([CH2:7][S:14][C:16]2[C:21]([C:22]([O:24][CH3:25])=[O:23])=[CH:20][CH:19]=[C:18]([C:26]([F:27])([F:29])[F:28])[N:17]=2)[CH:13]=[CH:12][CH:11]=[CH:10][CH:9]=1 |f:0.1|. Reported procedure: To a stirred suspension of 6.55 g (0.0584 mol) of potassium-t-butoxide in 60 mL dry dimethylformamide under nitrogen at 0° C. was added 6.84 mL (0.0584 mol) of benzyl mercaptan in 20 mL dimethylformamide while maintaining the temperature below 15° C. A solution of 15.83 g (0.053 mol) of the product from Example 2a or 2b in 20 mL dry dimethylformamide was added dropwise maintaining the temperature at 0° C. and then stirred another 30 minutes at 0° C. The reaction was poured into ice water and ext... Reactants: OC1=CC(=CC2=C1C1=C(C(O2)(C)C)CC(C1)(C)C)C(C)C(CCCCC)C (9-Hydroxy-7-(3-methyl-2-octyl)-2,2,4,4-tetramethyl-1,2,3,4-tetrahydrocyclopenta[ c][1]benzopyran), Cl.O1CCN(CC1)CCCC(=O)O (γ-morpholinobutyric acid hydrochloride). The product is Cl.CC1(CC2=C(C(OC3=C2C=CC=C3)(C)C)C1)C (2,2,4,4-tetramethyl-1,2,3,4-tetrahydrocyclopenta[ c][1]benzopyran hydrochloride). Reaction SMILES: O[C:2]1[C:7]2[C:8]3[CH2:16][C:15]([CH3:18])([CH3:17])[CH2:14][C:9]=3[C:10]([CH3:13])([CH3:12])[O:11][C:6]=2[CH:5]=[C:4](C(C(C)CCCCC)C)[CH:3]=1.[ClH:28].O1CCN(CCCC(O)=O)CC1>>[ClH:28].[CH3:17][C:15]1([CH3:18])[CH2:14][C:9]2[C:10]([CH3:13])([CH3:12])[O:11][C:6]3[CH:5]=[CH:4][CH:3]=[CH:2][C:7]=3[C:8]=2[CH2:16]1 |f:1.2,3.4|. Procedure details: 9-Hydroxy-7-(3-methyl-2-octyl)-2,2,4,4-tetramethyl-1,2,3,4-tetrahydrocyclopenta[ c][1]benzopyran from Example 28 is reacted with γ-morpholinobutyric acid hydrochloride following the procedure of Example 4 to produce 7-(3-methyl-2-octyl)-9-[4-morpholino)-butyryloxy]-2,2,4,4-tetramethyl-1,2,3,4-tetrahydrocyclopenta[ c][1]benzopyran hydrochloride. The reactants are C(C1=CC=CC=C1)OC=1C=C(C=C(C1)OC(C)C)C1=NC=2C(=NC=C(C2)Br)N1 (2-(3-(benzyloxy)-5-isopropoxyphenyl)-6-bromo-3H-imidazo[4,5-b]pyridine), C1(=CC=CC=C1)B(O)O (phenylboronic acid), C(OC)COC (dimethoxyethane), C([O-])([O-])=O.[Na+].[Na+] (sodium carbonate). The reagents and catalysts are C=1C=CC(=CC1)[P](C=2C=CC=CC2)(C=3C=CC=CC3)[Pd]([P](C=4C=CC=CC4)(C=5C=CC=CC5)C=6C=CC=CC6)([P](C=7C=CC=CC7)(C=8C=CC=CC8)C=9C=CC=CC9)[P](C=1C=CC=CC1)(C=1C=CC=CC1)C=1C=CC=CC1 (tetrakis(triphenylphosphine)palladium(0)). Run in C(C)O (ethanol), O (water). Reaction conditions: temperature 150 celsius, time 4 minute. Yields the product C(C1=CC=CC=C1)OC=1C=C(C=C(C1)OC(C)C)C1=NC=2C(=NC=C(C2)C2=CC=CC=C2)N1 (2-(3-(benzyloxy)-5-isopropoxyphenyl)-6-phenyl-3H-imidazo[4,5-b]pyridine). Yield: 100.6%. Reaction SMILES: [CH2:1]([O:8][C:9]1[CH:10]=[C:11]([C:19]2[NH:28][C:22]3=[N:23][CH:24]=[C:25](Br)[CH:26]=[C:21]3[N:20]=2)[CH:12]=[C:13]([O:15][CH:16]([CH3:18])[CH3:17])[CH:14]=1)[C:2]1[CH:7]=[CH:6][CH:5]=[CH:4][CH:3]=1.[C:29]1(B(O)O)[CH:34]=[CH:33][CH:32]=[CH:31][CH:30]=1.C(COC)OC.C(=O)([O-])[O-].[Na+].[Na+]>C1C=CC([P]([Pd]([P](C2C=CC=CC=2)(C2C=CC=CC=2)C2C=CC=CC=2)([P](C2C=CC=CC=2)(C2C=CC=CC=2)C2C=CC=CC=2)[P](C2C=CC=CC=2)(C2C=CC=CC=2)C2C=CC=CC=2)(C2C=CC=CC=2)C2C=CC=CC=2)=CC=1.O.C(O)C>[CH2:1]([O:8][C:9]1[CH:10]=[C:11]([C:19]2[NH:28][C:22]3=[N:23][CH:24]=[C:25]([C:29]4[CH:34]=[CH:33][CH:32]=[CH:31][CH:30]=4)[CH:26]=[C:21]3[N:20]=2)[CH:12]=[C:13]([O:15][CH:16]([CH3:18])[CH3:17])[CH:14]=1)[C:2]1[CH:7]=[CH:6][CH:5]=[CH:4][CH:3]=1 |f:3.4.5,^1:53,55,74,93|. Procedure details: To a mixture of 2-(3-(benzyloxy)-5-isopropoxyphenyl)-6-bromo-3H-imidazo[4,5-b]pyridine (0.11 g), phenylboronic acid (0.05 g) and tetrakis(triphenylphosphine)palladium(0) (0.01 g) in a mixed solvent of dimethoxyethane (3.0 ml) and ethanol (1 ml) was 0.5M aqueous sodium carbonate solution (1 ml), and the mixture was subjected to microwave irradiation in a sealed reaction container and stirred at 150° C. for 4 min. After completion of the reaction, water (2 ml) was added to the reaction mixture, an... The reactants are ClC1=CC(=C(C=C1)C)OC1=CC=C(C=C1)OC (p-(p-chloro-o-tolyloxy)anisole), Br.C(C)(=O)O (hydrobromic acid acetic acid). The product is ClC1=CC(=C(C=C1)C)OC1=CC=C(C=C1)O (p-(p-chloro-o-tolyloxy)phenol). As a reaction SMILES: [Cl:1][C:2]1[CH:7]=[CH:6][C:5]([CH3:8])=[C:4]([O:9][C:10]2[CH:15]=[CH:14][C:13]([O:16]C)=[CH:12][CH:11]=2)[CH:3]=1.Br.C(O)(=O)C>>[Cl:1][C:2]1[CH:7]=[CH:6][C:5]([CH3:8])=[C:4]([O:9][C:10]2[CH:15]=[CH:14][C:13]([OH:16])=[CH:12][CH:11]=2)[CH:3]=1 |f:1.2|. Procedure details: 4-chloro-o-cresol and 4-bromoanisole yield p-(p-chloro-o-tolyloxy)anisole of b.p. 112°-116° C./0.04 Torr and reaction with hydrobromic acid/acetic acid yields p-(p-chloro-o-tolyloxy)phenol; m.p. 83°-85° C.; Starting materials: O=C(O)CC=Cc1ccc(Br)cc1F, CCOC(C)=O. Product: O=C(O)CCCc1ccc(Br)cc1F. As a reaction SMILES: [Br:1][c:2]1[cH:3][c:4]([F:14])[c:5]([CH:8]=[CH:9][CH2:10][C:11](=[O:12])[OH:13])[cH:6][cH:7]1.[CH3:15][CH2:16][O:17][C:18](=[O:19])[CH3:20]>>[Br:1][c:2]1[cH:3][c:4]([F:14])[c:5]([CH2:8][CH2:9][CH2:10][C:11](=[O:12])[OH:13])[cH:6][cH:7]1.